Task: describe an organic reaction: reactants, conditions, products, and yield. Dataset: the Open Reaction Database (ORD), a public repository of structured organic reaction records Starting materials: BrC1=C(C=NC=C1)N(C(C1=CC(=CC(=C1)C(F)(F)F)C(F)(F)F)=O)C (N-(4-bromo-pyridin-3-yl)-N-methyl-3,5-bis-trifluoromethyl-benzamide), ClC=1C(=NC=CC1B(O)O)OC (3-chloro-2-methoxypyridine-4-boronic acid), solid. The solvent is CN(C)C=O (DMF). The product is ClC=1C(=NC=CC1C1=C(C=NC=C1)N(C(C1=CC(=CC(=C1)C(F)(F)F)C(F)(F)F)=O)C)OC (N-(3′-Chloro-2′-methoxy-[4,4]bipyridinyl-3-yl)-N-methyl-3,5-bis-trifluoromethyl-benzamide). RXN SMILES: Br[C:2]1[CH:7]=[CH:6][N:5]=[CH:4][C:3]=1[N:8]([CH3:25])[C:9](=[O:24])[C:10]1[CH:15]=[C:14]([C:16]([F:19])([F:18])[F:17])[CH:13]=[C:12]([C:20]([F:23])([F:22])[F:21])[CH:11]=1.[Cl:26][C:27]1[C:28]([O:36][CH3:37])=[N:29][CH:30]=[CH:31][C:32]=1B(O)O>CN(C=O)C>[Cl:26][C:27]1[C:28]([O:36][CH3:37])=[N:29][CH:30]=[CH:31][C:32]=1[C:2]1[CH:7]=[CH:6][N:5]=[CH:4][C:3]=1[N:8]([CH3:25])[C:9](=[O:24])[C:10]1[CH:15]=[C:14]([C:16]([F:19])([F:18])[F:17])[CH:13]=[C:12]([C:20]([F:23])([F:22])[F:21])[CH:11]=1. Procedure details: The title compound was prepared in analogy to example 25, from N-(4-bromo-pyridin-3-yl)-N-methyl-3,5-bis-trifluoromethyl-benzamide (example 25, intermediate a) and 3-chloro-2-methoxypyridine-4-boronic acid (CAS RN 957060-88-7) and using DMF as solvent. Pale yellow sticky solid (11%). MS (ESI): m/z=489.9 [M+H]+. Reactants: CC(OS(C)(=O)=O)c1nc2c(cnn2C2CCCC2)c(=O)[nH]1, CC(c1nc2c(cnn2C2CCC2)c(=O)[nH]1)N1CC(O)C1. The product is CC(c1nc2c(cnn2C2CCCC2)c(=O)[nH]1)N1CC(O)C1. Reaction SMILES: [CH3:22][S:23]([O:24][CH:25]([c:26]1[nH:27][c:28](=[O:29])[c:30]2[cH:31][n:32][n:33]([CH:34]3[CH2:35][CH2:36][CH2:37][CH2:38]3)[c:39]2[n:40]1)[CH3:41])(=[O:42])=[O:43].[CH:1]1([n:5]2[n:6][cH:7][c:8]3[c:9]2[n:10][c:11]([CH:15]([CH3:16])[N:17]2[CH2:18][CH:19]([OH:21])[CH2:20]2)[nH:12][c:13]3=[O:14])[CH2:2][CH2:3][CH2:4]1>>[CH:1]1([n:5]2[n:6][cH:7][c:8]3[c:9]2[n:10][c:11]([CH:15]([CH3:16])[N:17]2[CH2:18][CH:19]([OH:21])[CH2:20]2)[nH:12][c:13]3=[O:14])[CH2:2][CH2:22][CH2:3][CH2:4]1. Reported procedure: Sulfuric acid (conc., 1.704 g, 0.926 mL, 17.37 mmol) was added to a solution of (S)-2-amino-2-cyclopropylacetic acid (1 g, 8.69 mmol) in ethanol (12 mL) and heated to reflux for 5 h, then cooled to rt. The reaction mixture was concentrated under vacuum to remove solvent and water (10 mL) was added. The pH of the mixture was adjusted to 10 using 2M aq. sodium hydroxide and was then extracted with DCM (3×15 mL). The organic phase was dried with sodium sulfate and concentrated under vacuum to provi... Product: N[C@H](C(=O)OCC)C1CC1 ((S)-ethyl 2-amino-2-cyclopropylacetate). The reactants are S(O)(O)(=O)=O (Sulfuric acid), N[C@H](C(=O)O)C1CC1 ((S)-2-amino-2-cyclopropylacetic acid), C(C)O (ethanol). Reaction SMILES: S(=O)(=O)(O)O.[NH2:6][C@@H:7]([CH:11]1[CH2:13][CH2:12]1)[C:8]([OH:10])=[O:9].[CH2:14](O)[CH3:15]>>[NH2:6][C@@H:7]([CH:11]1[CH2:13][CH2:12]1)[C:8]([O:10][CH2:14][CH3:15])=[O:9]. Reactants: C1CCOC1, C[O-], COC(=O)c1cncc(C(=O)OC)c1Cl, CO, [Na+]. The product is COC(=O)c1cncc(C(=O)OC)c1OC. As a reaction SMILES: [CH2:19]1[O:20][CH2:21][CH2:22][CH2:23]1.[CH3:16][O-:17].[CH3:1][O:2][C:3]([c:4]1[cH:5][n:6][cH:7][c:8]([C:11](=[O:12])[O:13][CH3:14])[c:9]1[Cl:10])=[O:15].[CH3:24][OH:25].[Na+:18]>>[CH3:1][O:2][C:3]([c:4]1[cH:5][n:6][cH:7][c:8]([C:11](=[O:12])[O:13][CH3:14])[c:9]1[O:17][CH3:16])=[O:15].